Dataset: the Open Reaction Database (ORD), a public repository of structured organic reaction records. Task: describe an organic reaction: reactants, conditions, products, and yield RXN SMILES: [Br:1][c:2]1[cH:3][cH:4][c:5]2[c:6]([cH:20]1)[CH:7]=[C:8]([C:16](=[O:17])[O:18][CH3:19])[CH2:9][CH2:10][N:11]2[CH2:12][C:13]([CH3:14])=[O:15].[CH3:37][c:38]1[cH:39][cH:40][cH:41][cH:42][cH:43]1.[OH2:25].[OH:21][CH2:22][CH2:23][OH:24].[c:26]1([CH3:27])[cH:28][cH:29][c:30]([S:31]([OH:32])(=[O:33])=[O:34])[cH:35][cH:36]1>>[Br:1][c:2]1[cH:3][cH:4][c:5]2[c:6]([cH:20]1)[CH:7]=[C:8]([C:16](=[O:17])[O:18][CH3:19])[CH2:9][CH2:10][N:11]2[CH2:12][C:13]1([CH3:14])[O:15][CH2:23][CH2:22][O:21]1. Reactants: COC(=O)C1=Cc2cc(Br)ccc2N(CC(C)=O)CC1, Cc1ccccc1, O, OCCO, Cc1ccc(S(=O)(=O)O)cc1. Yields the product COC(=O)C1=Cc2cc(Br)ccc2N(CC2(C)OCCO2)CC1. Reactants: CCOC(=O)/N=N/C(=O)OCC (Diethylazodicarboxylate), ON1C(C=2C(C1=O)=CC=CC2)=O (N-hydroxyphthalimide), FC(CNCCON)(F)F (O-[2-(2,2,2-trifluoro-ethylamino)-ethyl]-hydroxylamine), C1(=CC=CC=C1)P(C1=CC=CC=C1)C1=CC=CC=C1 (triphenylphosphine). Conditions: time 20 hour. Product: FC(CNCCON1C(C2=CC=CC=C2C1=O)=O)(F)F (2-[2-(2,2,2-trifluoro-ethylamino)-ethoxy]-isoindole-1,3-dione). The yield is 63.0%. As a reaction SMILES: CCOC(/N=N/C(OCC)=O)=O.[F:13][C:14]([F:22])([F:21])[CH2:15][NH:16][CH2:17][CH2:18][O:19][NH2:20].C1(P(C2C=CC=CC=2)C2C=CC=CC=2)C=CC=CC=1.ON1[C:47](=[O:48])[C:46]2=[CH:49][CH:50]=[CH:51][CH:52]=[C:45]2[C:44]1=[O:53]>>[F:13][C:14]([F:22])([F:21])[CH2:15][NH:16][CH2:17][CH2:18][O:19][N:20]1[C:47](=[O:48])[C:46]2[C:45](=[CH:52][CH:51]=[CH:50][CH:49]=2)[C:44]1=[O:53]. Reported procedure: Diethylazodicarboxylate (3.60 mL, 22.9 mmol) was added dropwise over 30 min to a solution comprised of O-[2-(2,2,2-trifluoro-ethylamino)-ethyl]-hydroxylamine (3.19 g, 22.3 mmol, prepared as in J. Am. Chem. Soc. 1979, 101, 4300), triphenylphosphine (6.05 g, 23.1 mmol), and N-hydroxyphthalimide (3.65 g, 22.4 mmol). The resultant reaction mixture was stirred at ambient temperature. After 20 h, the reaction mixture was concentrated and the residue was dissolved in 60 mL of warm chloroform. Upon cool... Reactants: Cl.BrC=1C(=NC=CC1)OC1=CC=C(C=C1)NC1=NC=CC=C1 (N-(4-(3-bromopyridin-2-yloxy)phenyl)pyridin-2-amine hydrochloride), C1(CCCCC1)N(C1CCCCC1)C (N-cyclohexyl-N-methylcyclohexanamine), O1CCCC=C1 (3,4-dihydro-2H-pyran). The reagents and catalysts are [Pd].C(C)(C)(C)P(C(C)(C)C)C(C)(C)C.C(C)(C)(C)P(C(C)(C)C)C(C)(C)C (Bis(tri-tert-butylphosphine) palladium (0)). Solvent: O1CCOCC1 (Dioxane). Conditions: temperature 105 celsius. Product: O1C(CCC=C1)C=1C(=NC=CC1)OC1=CC=C(C=C1)NC1=NC=CC=C1 ((±)-N-(4-(3-(3,4-DIHYDRO-2H-PYRAN-2-YL)PYRIDIN-2-YLOXY)PHENYL)PYRIDIN-2-AMINE). As a reaction SMILES: Cl.Br[C:3]1[C:4]([O:9][C:10]2[CH:15]=[CH:14][C:13]([NH:16][C:17]3[CH:22]=[CH:21][CH:20]=[CH:19][N:18]=3)=[CH:12][CH:11]=2)=[N:5][CH:6]=[CH:7][CH:8]=1.C1(N(C)C2CCCCC2)CCCCC1.[O:37]1[CH:42]=[CH:41][CH2:40][CH2:39][CH2:38]1>[Pd].C(P(C(C)(C)C)C(C)(C)C)(C)(C)C.C(P(C(C)(C)C)C(C)(C)C)(C)(C)C.O1CCOCC1>[O:37]1[CH:38]=[CH:39][CH2:40][CH2:41][CH:42]1[C:3]1[C:4]([O:9][C:10]2[CH:15]=[CH:14][C:13]([NH:16][C:17]3[CH:22]=[CH:21][CH:20]=[CH:19][N:18]=3)=[CH:12][CH:11]=2)=[N:5][CH:6]=[CH:7][CH:8]=1 |f:0.1,4.5.6|. Procedure: To a 25 mL microwave vial was added Bis(tri-tert-butylphosphine) palladium (0) (101 mg, 0.198 mmol) and N-(4-(3-bromopyridin-2-yloxy)phenyl)pyridin-2-amine hydrochloride (750 mg, 1.981 mmol) before evacuating and backfilling with nitrogen (2×). After addition of Dioxane (5.659 ml), N-cyclohexyl-N-methylcyclohexanamine (0.840 ml, 3.96 mmol), and 3,4-dihydro-2H-pyran (666 mg, 7.92 mmol) was added and the mixture was heated to 105° C. Following complete consumption of the starting material, the rea...